From a dataset of the Open Reaction Database (ORD), a public repository of structured organic reaction records. describe an organic reaction: reactants, conditions, products, and yield Starting materials: CCC(C(=O)[O-])c1ccc2c(c1)CC(CNS(=O)(=O)c1ccccc1)C2, CO, [Na+], [OH-]. Product: O=C(O)Cc1ccc2c(c1)CC(CNS(=O)(=O)c1ccccc1)C2. Reaction SMILES: [CH2:1]([CH3:2])[CH:3]([C:4](=[O:5])[O-:6])[c:7]1[cH:8][c:9]2[c:13]([cH:14][cH:15]1)[CH2:12][CH:11]([CH2:16][NH:17][S:18](=[O:19])(=[O:20])[c:21]1[cH:22][cH:23][cH:24][cH:25][cH:26]1)[CH2:10]2.[CH3:29][OH:30].[Na+:28].[OH-:27]>>[CH2:3]([C:4](=[O:5])[OH:6])[c:7]1[cH:8][c:9]2[c:13]([cH:14][cH:15]1)[CH2:12][CH:11]([CH2:16][NH:17][S:18](=[O:19])(=[O:20])[c:21]1[cH:22][cH:23][cH:24][cH:25][cH:26]1)[CH2:10]2. Starting materials: C1(CC1)C=1SC2=C(N1)C(=CC=C2C(=O)O)OC (2-cyclopropyl-4-methoxybenzothiazole-7-carboxylic acid), C1=CC(=CC=C1[N+](=O)[O-])O (p-nitrophenol), Cl.CN(CCCN=C=NCC)C (1-(3-dimethylaminopropyl)-3-ethyl carbodiimide hydrochloride), C(C)OCC (diethyl ether). Solvent: ClCCl (dichloromethane). Yields the product [N+](=O)([O-])C1=CC=C(C=C1)OC(=O)C1=CC=C(C=2N=C(SC21)C2CC2)OC (2-Cyclopropyl-4-methoxybenzothiazole-7-carboxylic acid 4-nitrophenyl ester). Yield: 72.3%. As a reaction SMILES: [CH:1]1([C:4]2[S:5][C:6]3[C:12]([C:13]([OH:15])=[O:14])=[CH:11][CH:10]=[C:9]([O:16][CH3:17])[C:7]=3[N:8]=2)[CH2:3][CH2:2]1.[CH:18]1[C:23]([N+:24]([O-:26])=[O:25])=[CH:22][CH:21]=[C:20](O)[CH:19]=1.Cl.CN(C)CCCN=C=NCC.C(OCC)C>ClCCl>[N+:24]([C:23]1[CH:18]=[CH:19][C:20]([O:14][C:13]([C:12]2[C:6]3[S:5][C:4]([CH:1]4[CH2:2][CH2:3]4)=[N:8][C:7]=3[C:9]([O:16][CH3:17])=[CH:10][CH:11]=2)=[O:15])=[CH:21][CH:22]=1)([O-:26])=[O:25] |f:2.3|. Procedure details: Starting from 2-cyclopropyl-4-methoxybenzothiazole-7-carboxylic acid (270 mg), p-nitrophenol (165 mg), and 1-(3-dimethylaminopropyl)-3-ethyl carbodiimide hydrochloride (228 mg) in dichloromethane (35 ml). Trituration ofthe residue with diethyl ether yielded the title compound as a bright yellow solid (290 mg). TLC Rf 0.60 (ethyl acetate).